This data is from the Open Reaction Database (ORD), a public repository of structured organic reaction records. The task is: describe an organic reaction: reactants, conditions, products, and yield Reactants: C(C)[BH-](CC)CC.[Li+] (Lithium triethylborohydride), ClCCC/C(/C1=C(C=CC(=C1)F)O[C@H]1COCC1)=N/[S@@](=O)C(C)(C)C ((S,Z)—N-(4-chloro-1-(5-fluoro-2-(((R)-tetrahydrofuran-3-yl)oxy)phenyl)butylidene)-2-methylpropane-2-sulfinamide), [Li+].C[Si](C)(C)[N-][Si](C)(C)C (LiHMDS). Solvent: C1CCOC1 (THF). Run at time 3 hour. The product is C(C)(C)(C)[S@](=O)N1C(CCC1)C1=C(C=CC(=C1)F)O[C@H]1COCC1 (1-((S)-tert-butylsulfinyl)-2-(5-fluoro-2-(((R)-tetrahydrofuran-3-yl)oxy)phenyl)pyrrolidine). The yield is 59.1%. As a reaction SMILES: Cl[CH2:2][CH2:3][CH2:4]/[C:5](=[N:19]/[S@:20]([C:22]([CH3:25])([CH3:24])[CH3:23])=[O:21])/[C:6]1[CH:11]=[C:10]([F:12])[CH:9]=[CH:8][C:7]=1[O:13][C@@H:14]1[CH2:18][CH2:17][O:16][CH2:15]1.C([BH-](CC)CC)C.[Li+].[Li+].C[Si]([N-][Si](C)(C)C)(C)C>C1COCC1>[C:22]([S@@:20]([N:19]1[CH2:2][CH2:3][CH2:4][CH:5]1[C:6]1[CH:11]=[C:10]([F:12])[CH:9]=[CH:8][C:7]=1[O:13][C@@H:14]1[CH2:18][CH2:17][O:16][CH2:15]1)=[O:21])([CH3:25])([CH3:24])[CH3:23] |f:1.2,3.4|. Procedure: (S,Z)—N-(4-chloro-1-(5-fluoro-2-(((R)-tetrahydrofuran-3-yl)oxy)phenyl)butylidene)-2-methylpropane-2-sulfinamide (7.6 g, 19.5 mmol) in THF (100 mL) was cooled to −78° C. and to which was added cold (−78° C.) Lithium triethylborohydride (1M in THF) (21.48 ml, 21.5 mmol) drop wise and stirring was continued at −78° C. for 3 h. LiHMDS (1M in THF) (19.53 ml, 19.5 mmol) was then added and stirring was continued at −78° C. to 0° C. for 2 h. The resultant reaction mixture was quenched with saturated NH4... Reactants: C(C=C)C=1C=C(C=CC1OC(C)C1=CC=CC=C1)C(C)=O (3′-allyl-4′-(1-phenylethoxy)-acetophenone), [H-].[Na+] (sodium hydride), C(C)N(C(CP(OCC)([O-])=O)=O)CC (ethyl [2-(diethylamino)-2-oxoethyl]-phosphonate). Solvent: ThF, C1CCOC1 (THF), C1CCOC1 (THF). Reaction conditions: time 5 minute. Product: C(C)N(C(\C=C(/C)\C1=CC(=C(C=C1)OC(C)C1=CC=CC=C1)CC=C)=O)CC (N,N-diethyl (E)-3-[3-allyl 4-(1-phenylethoxy)-phenyl)-but-2-enamide). As a reaction SMILES: [H-].[Na+].[CH2:3]([N:5]([CH2:15][CH3:16])[C:6](=[O:14])[CH2:7]P(=O)([O-])OCC)[CH3:4].[CH2:17]([C:20]1[CH:21]=[C:22]([C:35](=O)[CH3:36])[CH:23]=[CH:24][C:25]=1[O:26][CH:27]([C:29]1[CH:34]=[CH:33][CH:32]=[CH:31][CH:30]=1)[CH3:28])[CH:18]=[CH2:19]>C1COCC1>[CH2:15]([N:5]([CH2:3][CH3:4])[C:6](=[O:14])/[CH:7]=[C:35](/[C:22]1[CH:23]=[CH:24][C:25]([O:26][CH:27]([C:29]2[CH:30]=[CH:31][CH:32]=[CH:33][CH:34]=2)[CH3:28])=[C:20]([CH2:17][CH:18]=[CH2:19])[CH:21]=1)\[CH3:36])[CH3:16] |f:0.1|. Reported procedure: A solution of 3′-allyl-4′-hydroxyacetophenone (3.46 g, 19.66), (1-bromoethyl)-benzene (3.05 mL, 21.63 mmol)), and K2CO3 (4.07 g, 29.49 mmol) in acetone (100 mL) is refluxed 20 hours. The mixture is then filtered and the filtrate is concentrated in vacuo. The residue is dissolved in EtOAc (100 mL) and then washed with H2O (1×100 mL) and brine (1×100 mL), dried over MgSO4, and concentrated in vacuo. Chromatography (5:1 hexane/EtOAc) yields 3′-allyl-4′-(1-phenylethoxy)-acetopbenone. To a solution o... Reactants: O[C@H](C(=O)O)C(C)C (2-hydroxy-3-methyl-(S)-(+)-butyric acid), COC1=CC=C(CCl)C=C1 (4-methoxybenzyl chloride), C(C)O (ethanol). The solvent is ClCCl (dichloromethane). The product is O[C@H](C(=O)OCC1=CC=C(C=C1)OC)C(C)C (4-Methoxybenzyl 2-hydroxy-3-methyl-(S)-(+)-butyrate). Reaction SMILES: [OH:1][C@@H:2]([CH:6]([CH3:8])[CH3:7])[C:3]([OH:5])=[O:4].[CH3:9][O:10][C:11]1[CH:18]=[CH:17][C:14]([CH2:15]Cl)=[CH:13][CH:12]=1.C(O)C>ClCCl>[OH:1][C@@H:2]([CH:6]([CH3:8])[CH3:7])[C:3]([O:5][CH2:15][C:14]1[CH:17]=[CH:18][C:11]([O:10][CH3:9])=[CH:12][CH:13]=1)=[O:4]. Procedure: 2-hydroxy-3-methyl-(S)-(+)-butyric acid (1.77 g) was esterified by alkylation with 4-methoxybenzyl chloride by the method described in Example A-I-1, step a. The title compound (3.10 g) was obtained after silica gel column chromatography (0, 1, 2% ethanol in dichloromethane). Rf (2%MeOH/CHCl3) 0.50. The reactants are BrCCCBr, [H-], [Na+], CN(C)C=O, COc1cc2c(cc1O)CCC2=O. Yields the product COc1cc2c(cc1OCCCBr)CCC2=O. As a reaction SMILES: [Br:14][CH2:15][CH2:16][CH2:17][Br:18].[H-:19].[Na+:20].[O:21]=[CH:22][N:23]([CH3:24])[CH3:25].[OH:1][c:2]1[cH:3][c:4]2[c:8]([cH:9][c:10]1[O:11][CH3:12])[C:7](=[O:13])[CH2:6][CH2:5]2>>[O:1]([c:2]1[cH:3][c:4]2[c:8]([cH:9][c:10]1[O:11][CH3:12])[C:7](=[O:13])[CH2:6][CH2:5]2)[CH2:17][CH2:16][CH2:15][Br:14]. The reactants are C1(=CC=CC=C1)C(C)N1C2C=CC(C1C(=O)OCC)CC2 (Ethyl 2-(1-phenylethyl)-2-azabicyclo[2.2.2]oct-5-ene-3-carboxylate), [C@H]12N[C@H]([C@H](CC1)C2)C(=O)OCC (ethyl (1S, 3R, 4R)-2-azabicyclo[2.2.1]heptane-3-carboxylate). Yields the product C12NC(C(CC1)CC2)C(=O)OCC (ethyl 2-azabicyclo[2.2.2]octane-3-carboxylate). RXN SMILES: C1(C([N:9]2[CH:14]([C:15]([O:17][CH2:18][CH3:19])=[O:16])[CH:13]3[CH2:20][CH2:21][CH:10]2[CH:11]=[CH:12]3)C)C=CC=CC=1.[C@@H]12C[C@@H](CC1)[C@H](C(OCC)=O)N2>>[CH:10]12[CH2:11][CH2:12][CH:13]([CH2:20][CH2:21]1)[CH:14]([C:15]([O:17][CH2:18][CH3:19])=[O:16])[NH:9]2. Reported procedure: Ethyl 2-(1-phenylethyl)-2-azabicyclo[2.2.2]oct-5-ene-3-carboxylate is subjected to a reaction similar to the reaction (b) of Example 1, to give ethyl 2-azabicyclo[2.2.2]octane-3-carboxylate. Reactants: OC=1C=C(C=O)C=CC1 (3-hydroxy-benzaldehyde), C[Si](C)(C)[N-][Si](C)(C)C.[K+] (potassium bis (trimethylsilyl)amide), C(C)OCC (Ethyl ether). Reagents/catalysts: [Br-].C(C)[P+](C1=CC=CC=C1)(C1=CC=CC=C1)C1=CC=CC=C1 ((ethyl)triphenylphosphonium bromide). Solvent: C1CCOC1 (THF), C1CCOC1 (THF). Run at temperature 0 celsius, time 30 minute. Product: C(=CC)C=1C=C(C=CC1)O (3-(1-Propenyl)phenol). Isolated yield 93.0%. RXN SMILES: C[Si]([N-][Si](C)(C)C)(C)C.[K+].[OH:11][C:12]1[CH:13]=[C:14]([CH:17]=[CH:18][CH:19]=1)[CH:15]=O.[CH2:20](OCC)[CH3:21]>[Br-].C([P+](C1C=CC=CC=1)(C1C=CC=CC=1)C1C=CC=CC=1)C.C1COCC1>[CH:15]([C:14]1[CH:13]=[C:12]([OH:11])[CH:19]=[CH:18][CH:17]=1)=[CH:20][CH3:21] |f:0.1,4.5|. Reported procedure: To a suspension of (ethyl)triphenylphosphonium bromide (35 g, 94.3 mmol) in THF (95 mL) was added potassium bis (trimethylsilyl)amide (180 ml, 0.5M in toluene, 90.2 mmol) dropwise. The reaction was stirred at 0° C. for 30 min, then a solution of 3-hydroxy-benzaldehyde (5 g, 41.0 mmol) in THF (5 mL) was added dropwise. After addition the reaction was stirred at 0° C. for 1 h. Ethyl ether (200 mL) was added to dilute the reaction. The organic layer was washed with water (50 mL×2), brine (50 mL×2) ...